This data is from the Open Reaction Database (ORD), a public repository of structured organic reaction records. The task is: describe an organic reaction: reactants, conditions, products, and yield Procedure details: A mixture of olefin 32 (5.0 g, 17.5 mmol) and benzylamine (7.7 mL, 70 mmol) was heated at 80° C. for 20 hours. The cooled reaction mixture was applied directly to a flash chromatography column (silica, 30% ethyl acetate/hexanes) to give the Micheal adduct 33 (4.9 g) as a viscous yellow oil. RXN SMILES: [CH2:1]([O:3][C:4](=[O:21])[CH:5]=[CH:6][CH2:7][CH2:8][C:9]1[C:17]2[C:12](=[CH:13][CH:14]=[CH:15][CH:16]=2)[N:11](C(=O)C)[CH:10]=1)[CH3:2].[CH2:22]([NH2:29])[C:23]1[CH:28]=[CH:27][CH:26]=[CH:25][CH:24]=1>>[CH2:1]([O:3][C:4](=[O:21])[CH2:5][CH:6]([CH2:7][CH2:8][C:9]1[C:17]2[C:12](=[CH:13][CH:14]=[CH:15][CH:16]=2)[NH:11][CH:10]=1)[NH:29][CH2:22][C:23]1[CH:28]=[CH:27][CH:26]=[CH:25][CH:24]=1)[CH3:2]. Reaction conditions: temperature 80 celsius. The product is C(C)OC(CC(NCC1=CC=CC=C1)CCC1=CNC2=CC=CC=C12)=O (N-Benzyl-3-[2-(indol-3-yl)ethyl]β-alanine ethyl ester). Isolated yield 79.9%. The reactants are C(C)OC(C=CCCC1=CN(C2=CC=CC=C12)C(C)=O)=O (5-(N-Acetylindol-3-yl)pent-2-enoic acid ethyl ester), C(C1=CC=CC=C1)N (benzylamine), ethyl acetate hexanes. The reactants are OC1=CC(=NC=2N1N=CC2)C=2C=C(C=CC2)C(F)(F)F (7-hydroxy-5-(α,α,α-trifluoro-m-tolyl)pyrazolo[1,5-a]pyrimidine), P(=O)(Cl)(Cl)Cl (phosphorus oxychloride). Product: ClC1=CC(=NC=2N1N=CC2)C=2C=C(C=CC2)C(F)(F)F (7-Chloro-5-(α,α,α-trifluoro-m-tolyl)pyrazolo[1,5-a]pyrimidine). As a reaction SMILES: O[C:2]1[N:7]2[N:8]=[CH:9][CH:10]=[C:6]2[N:5]=[C:4]([C:11]2[CH:12]=[C:13]([C:17]([F:20])([F:19])[F:18])[CH:14]=[CH:15][CH:16]=2)[CH:3]=1.P(Cl)(Cl)([Cl:23])=O>>[Cl:23][C:2]1[N:7]2[N:8]=[CH:9][CH:10]=[C:6]2[N:5]=[C:4]([C:11]2[CH:12]=[C:13]([C:17]([F:20])([F:19])[F:18])[CH:14]=[CH:15][CH:16]=2)[CH:3]=1. Procedure details: A mixture of 1.75 g. of 7-hydroxy-5-(α,α,α-trifluoro-m-tolyl)pyrazolo[1,5-a]pyrimidine and 15 ml. of phosphorus oxychloride is refluxed for 2 hours. After evaporation at reduced pressure, ice is added to the residue and the desired compound is extracted with methylene chloride. After washing the organic layer with a saturated saline solution and drying with solid anhydrous sodium sulfate, evaporation gives the desired compound, m.p. 137°-139° C. Starting materials: C(=O)(OC(C)(C)C)N[C@@H](CC1=CC=C(C=C1)Cl)C(=O)O (N-Boc-4-chloro-L-phenylalanine), C([O-])([O-])=O.[K+].[K+] (potassium carbonate), S(=O)(=O)(OC)OC (dimethyl sulfate). Solvent: CC(=O)C (acetone). Conditions: time 36 hour. Product: C(C)(C)(C)OC(=O)N[C@H](C(=O)OC)CC1=CC=C(C=C1)Cl (Methyl(2S)-2-[(tert-butoxycarbonyl)amino]-3-(4-chlorophenyl)propanoate). Yield: 93.4%. RXN SMILES: [C:1]([NH:8][C@H:9]([C:18]([OH:20])=[O:19])[CH2:10][C:11]1[CH:16]=[CH:15][C:14]([Cl:17])=[CH:13][CH:12]=1)([O:3][C:4]([CH3:7])([CH3:6])[CH3:5])=[O:2].[C:21](=O)([O-])[O-].[K+].[K+].S(OC)(OC)(=O)=O>CC(C)=O>[C:4]([O:3][C:1]([NH:8][C@@H:9]([CH2:10][C:11]1[CH:12]=[CH:13][C:14]([Cl:17])=[CH:15][CH:16]=1)[C:18]([O:20][CH3:21])=[O:19])=[O:2])([CH3:5])([CH3:7])[CH3:6] |f:1.2.3|. Procedure details: To a 250 mL round bottom flask was added N-Boc-4-chloro-L-phenylalanine (0.971 g, 3.24 mmol), potassium carbonate (0.448 g, 3.24 mmol), a stir bar and 30 ml of acetone. To this was added dimethyl sulfate (0.613 ml, 6.48 mmol) and the reaction was allowed to proceed at ambient temperature for 36 h. The reaction was quenched with water (15 ml), and the product was extracted with ethyl acetate (4×100 ml). The organics were pooled, washed with brine, and dried over sodium sulfate. The organics were ...